From a dataset of the Open Reaction Database (ORD), a public repository of structured organic reaction records. describe an organic reaction: reactants, conditions, products, and yield The reactants are N (ammonia), CO (MeOH), C1(=CC=CC=C1)C=1N=C(OC1C1=CC=CC=C1)C=1C(CCCC1)CC=1C=C(C=CC1)S(=O)(=O)Cl (3-{[2-(4,5-diphenyloxazol-2-yl)-2-cyclohexen-1-yl]methyl}-benzenesulfonyl chloride). Solvent: CCOC(=O)C (EtOAc), O1CCCC1 (tetrahydrofuran). Conditions: time 30 minute. Yields the product C1(=CC=CC=C1)C=1N=C(OC1C1=CC=CC=C1)C=1C(CCCC1)CC=1C=C(C=CC1)S(=O)(=O)N (3-{[2-(4,5-diphenyloxazol-2-yl)-2-cyclohexen-1-yl]methyl}benzenesulfonamide). Isolated yield 17.0%. As a reaction SMILES: [NH3:1].CO.[C:4]1([C:10]2[N:11]=[C:12]([C:21]3[CH:22]([CH2:27][C:28]4[CH:29]=[C:30]([S:34](Cl)(=[O:36])=[O:35])[CH:31]=[CH:32][CH:33]=4)[CH2:23][CH2:24][CH2:25][CH:26]=3)[O:13][C:14]=2[C:15]2[CH:20]=[CH:19][CH:18]=[CH:17][CH:16]=2)[CH:9]=[CH:8][CH:7]=[CH:6][CH:5]=1>O1CCCC1.CCOC(C)=O>[C:4]1([C:10]2[N:11]=[C:12]([C:21]3[CH:22]([CH2:27][C:28]4[CH:29]=[C:30]([S:34]([NH2:1])(=[O:36])=[O:35])[CH:31]=[CH:32][CH:33]=4)[CH2:23][CH2:24][CH2:25][CH:26]=3)[O:13][C:14]=2[C:15]2[CH:20]=[CH:19][CH:18]=[CH:17][CH:16]=2)[CH:9]=[CH:8][CH:7]=[CH:6][CH:5]=1. Procedure: To a mixture of 28% ammonia solution (0.7 ml) and MeOH (1.0 ml) was added a solution of crude 3-{[2-(4,5-diphenyloxazol-2-yl)-2-cyclohexen-1-yl]methyl}-benzenesulfonyl chloride (253 mg, 0.52 mmol) in tetrahydrofuran (3 ml) at 5° C. After stirring at room temperature for 30 min, the reaction mixture was diluted with EtOAc, washed with 1N hydrochloric acid, water, saturated sodium hydrogencarbonate solution, water and brine, dried over magnesium sulfate, and evaporated in vacuo. The residue was pu... The reactants are ClC1=CC(=C(C=C1[N+](=O)[O-])N)N (4-chloro-5-nitro-1,2-phenylenediamine), C1=CN(C=N1)C(=O)N2C=CN=C2 (CDI). Solvent: C1CCOC1 (THF). The product is ClC1=CC2=C(NC(N2)=O)C=C1[N+](=O)[O-] (5-chloro-6-nitro-1H-benzo[d]imidazol-2(3H)-one). Yield: 83.5%. RXN SMILES: [Cl:1][C:2]1[C:7]([N+:8]([O-:10])=[O:9])=[CH:6][C:5]([NH2:11])=[C:4]([NH2:12])[CH:3]=1.C1N=CN([C:18](N2C=NC=C2)=[O:19])C=1>C1COCC1>[Cl:1][C:2]1[C:7]([N+:8]([O-:10])=[O:9])=[CH:6][C:5]2[NH:11][C:18](=[O:19])[NH:12][C:4]=2[CH:3]=1. Reported procedure: A stirred solution of 4-chloro-5-nitro-1,2-phenylenediamine (2.0 g, 10.66 mmol) and CDI (2.59 g, 16 mmol) in anhydrous THF (50 mL) was heated to 85° C. for 4 h. The reaction was allowed to cool and the solvents were removed under reduced pressure. The resulting residue was washed with 2M aqueous hydrochloric acid and recrystallised from methanol to afford 5-chloro-6-nitro-1H-benzo[d]imidazol-2(3H)-one as a brown solid (1.9 g, 84%), which was taken through to the next step with no further purific... The reactants are ClC1=C(C=C(C=C1)C)[N+](=O)[O-] (4-chloro-3-nitro-toluene), C(=O)([O-])[O-].[K+].[K+] (K2CO3), C(CC)S (1-propane thiol). The solvent is CN(C)C=O (DMF). Reaction conditions: temperature 70 celsius. The product is CC1=CC(=C(C=C1)SCCC)[N+](=O)[O-] (4-Methyl-2-nitro-1-(propylthio)benzene). Isolated yield 91.4%. RXN SMILES: Cl[C:2]1[CH:7]=[CH:6][C:5]([CH3:8])=[CH:4][C:3]=1[N+:9]([O-:11])=[O:10].C([O-])([O-])=O.[K+].[K+].[CH2:18]([SH:21])[CH2:19][CH3:20]>CN(C=O)C>[CH3:8][C:5]1[CH:6]=[CH:7][C:2]([S:21][CH2:18][CH2:19][CH3:20])=[C:3]([N+:9]([O-:11])=[O:10])[CH:4]=1 |f:1.2.3|. Reported procedure: A solution of 4-chloro-3-nitro-toluene (25 g, 145 mmol) in anhydrous DMF (200 ml) was treated with K2CO3 (40.29 g, 291 mmol) and 1-propane thiol (12.2 g, 160 mmol). The reaction mixture was heated to 70° C. for 12 h. The reaction mixture was filtered, the filtrate was concentrated under reduced pressure, diluted water and extracted with ethyl acetate (200 ml). The organic layer was washed with brine, dried over sodium sulphate and evaporated under reduced pressure, to give a crude which was puri... Reactants: CC(=O)O, Cl, CCOC(=O)c1cn(-c2cc(N)c(F)cc2F)c2nc(Cl)c(F)cc2c1=O, O. Yields the product Nc1cc(-n2cc(C(=O)O)c(=O)c3cc(F)c(Cl)nc32)c(F)cc1F. Reaction SMILES: [C:28]([OH:29])(=[O:30])[CH3:31].[ClH:32].[NH2:1][c:2]1[cH:3][c:4](-[n:10]2[cH:11][c:12]([C:23](=[O:24])[O:25][CH2:26][CH3:27])[c:13](=[O:22])[c:14]3[cH:15][c:16]([F:21])[c:17]([Cl:20])[n:18][c:19]23)[c:5]([F:9])[cH:6][c:7]1[F:8].[OH2:33]>>[NH2:1][c:2]1[cH:3][c:4](-[n:10]2[cH:11][c:12]([C:23](=[O:24])[OH:25])[c:13](=[O:22])[c:14]3[cH:15][c:16]([F:21])[c:17]([Cl:20])[n:18][c:19]23)[c:5]([F:9])[cH:6][c:7]1[F:8]. Starting materials: F[C@H]1C[C@@H](O[C@@H]1CO)N1C(=O)N=C(N)C=C1 (2',3'-dideoxy-3'-fluorocytidine), COC(N(C)C)OC (dimethylformamide dimethylacetal). Run in CN(C)C=O (DMF). Conditions: time 8 hour. Product: CN(C)C=NC1=NC(N([C@H]2C[C@@H]([C@@H](CO)O2)F)C=C1)=O (N4 -dimethylaminomethylene-2',3'-dideoxy-3'-fluorocytidine). The yield is 74.7%. As a reaction SMILES: [F:1][C@@H:2]1[C@@H:6]([CH2:7][OH:8])[O:5][C@@H:4]([N:9]2[CH:16]=[CH:15][C:13]([NH2:14])=[N:12][C:10]2=[O:11])[CH2:3]1.CO[CH:19](OC)[N:20]([CH3:22])[CH3:21]>CN(C=O)C>[CH3:19][N:20]([CH:22]=[N:14][C:13]1[CH:15]=[CH:16][N:9]([C@@H:4]2[O:5][C@H:6]([CH2:7][OH:8])[C@@H:2]([F:1])[CH2:3]2)[C:10](=[O:11])[N:12]=1)[CH3:21]. Reported procedure: Previously dried 2',3'-dideoxy-3'-fluorocytidine (300 mg, 1.3 mmoles) was treated with dimethylformamide dimethylacetal (0.45 g, 3.8 mmoles) in anhydrous DMF (5 mL) under a nitrogen atmosphere. The contents were stirred overnight and the solvents removed by rotary evaporation. The syrupy residue remaining was crystallized from ethanol to give white crystals (276 mg, 75%) of the product N4 -dimethylaminomethylene-2',3'-dideoxy-3'-fluorocytidine which were shown to have the following properties: